The task is: describe an organic reaction: reactants, conditions, products, and yield. This data is from the Open Reaction Database (ORD), a public repository of structured organic reaction records. The reactants are Clc1ccc(-c2cnnc(Cl)c2-c2ccc(Cl)cc2)cc1, NN, O, O, c1ccncc1. The product is NNc1nncc(-c2ccc(Cl)cc2)c1-c1ccc(Cl)cc1. Reaction SMILES: [Cl:1][c:2]1[n:3][n:4][cH:5][c:6](-[c:15]2[cH:16][cH:17][c:18]([Cl:21])[cH:19][cH:20]2)[c:7]1-[c:8]1[cH:9][cH:10][c:11]([Cl:14])[cH:12][cH:13]1.[NH2:23][NH2:24].[OH2:22].[OH2:25].[cH:26]1[cH:27][cH:28][n:29][cH:30][cH:31]1>>[c:2]1([NH:23][NH2:24])[n:3][n:4][cH:5][c:6](-[c:15]2[cH:16][cH:17][c:18]([Cl:21])[cH:19][cH:20]2)[c:7]1-[c:8]1[cH:9][cH:10][c:11]([Cl:14])[cH:12][cH:13]1. Reactants: ClC1=C(C=O)C=CC=C1F (2-Chloro-3-fluorobenzaldehyde), CC(C)(C)[S@@](=O)N ((R)-(+)-2-methyl-2-propanesulfinamide). Reagents/catalysts: CC([O-])C.[Ti+4].CC([O-])C.CC([O-])C.CC([O-])C (titanium(IV) isopropoxide). Run in ClCCl (dichloromethane). Yields the product ClC1=C(C=CC=C1F)\C=N\S(=O)C(C)(C)C (N-[1-(2-Chloro-3-fluorophenyl)meth-(E)-ylidene]-2-methylpropane-2-sulfinamide). RXN SMILES: [Cl:1][C:2]1[C:9]([F:10])=[CH:8][CH:7]=[CH:6][C:3]=1[CH:4]=O.[CH3:11][C:12]([S@:15]([NH2:17])=[O:16])([CH3:14])[CH3:13]>ClCCl.CC(C)[O-].[Ti+4].CC(C)[O-].CC(C)[O-].CC(C)[O-]>[Cl:1][C:2]1[C:9]([F:10])=[CH:8][CH:7]=[CH:6][C:3]=1/[CH:4]=[N:17]/[S:15]([C:12]([CH3:14])([CH3:13])[CH3:11])=[O:16] |f:3.4.5.6.7|. Reported procedure: 2-Chloro-3-fluorobenzaldehyde (2.5 g) and (R)-(+)-2-methyl-2-propanesulfinamide were dissolved in dichloromethane (50 ml), and then titanium(IV) isopropoxide (23.6 ml) was added. The mixture was heated for three hours under reflux, then poured onto ice (150 g) and stirred vigorously for ten minutes. The mixture was filtered through kieselguhr and the filtrate was extracted with dichloromethane (3×50 ml). The organic phase was dried (Na2SO4), filtered and concentrated under reduced pressure. The ...